From a dataset of the Open Reaction Database (ORD), a public repository of structured organic reaction records. describe an organic reaction: reactants, conditions, products, and yield Reactants: CN(C)C=O, CCCC=Cc1ccccc1C=CC(=O)O, ClCCl, O=C(Cl)C(=O)Cl. The product is CCCC=Cc1ccccc1C=CC(=O)Cl. As a reaction SMILES: [CH3:26][N:27]([CH3:28])[CH:29]=[O:30].[CH:1](=[CH:2][CH2:3][CH2:4][CH3:5])[c:6]1[c:7]([CH:12]=[CH:13][C:14](=[O:15])[OH:16])[cH:8][cH:9][cH:10][cH:11]1.[Cl:17][CH2:18][Cl:19].[Cl:20][C:21]([C:22]([Cl:23])=[O:24])=[O:25]>>[CH:1](=[CH:2][CH2:3][CH2:4][CH3:5])[c:6]1[c:7]([CH:12]=[CH:13][C:14](=[O:16])[Cl:17])[cH:8][cH:9][cH:10][cH:11]1. Reactants: C(C)OC(=O)C1=C(N=C(S1)Br)CN(CC(=O)OCC)CC1=C(C=C(C=C1)OC)OC (2-bromo-4-{[(2,4-dimethoxy-benzyl)-ethoxycarbonylmethyl-amino]-methyl}-thiazole-5-carboxylic acid ethyl ester), ClC=1C=C(C=CC1F)B(O)O (3-chloro-4-fluorophenylboronic acid), C([O-])([O-])=O.[Cs+].[Cs+] (cesium carbonate). The reagents and catalysts are C=1C=CC(=CC1)[P](C=2C=CC=CC2)(C=3C=CC=CC3)[Pd]([P](C=4C=CC=CC4)(C=5C=CC=CC5)C=6C=CC=CC6)([P](C=7C=CC=CC7)(C=8C=CC=CC8)C=9C=CC=CC9)[P](C=1C=CC=CC1)(C=1C=CC=CC1)C=1C=CC=CC1 (tetrakis(triphenylphosphine)palladium). Run in O1CCOCC1 (dioxane). Product: C(C)OC(=O)C1=C(N=C(S1)C1=CC(=C(C=C1)F)Cl)CN(CC(=O)OCC)CC1=C(C=C(C=C1)OC)OC (2-(3-Chloro-4-fluoro-phenyl)-4-{[(2,4-dimethoxy-benzyl)-ethoxycarbonylmethyl-amino]-methyl}-thiazole-5-carboxylic acid ethyl ester). The yield is 56.6%. As a reaction SMILES: [CH2:1]([O:3][C:4]([C:6]1[S:10][C:9](Br)=[N:8][C:7]=1[CH2:12][N:13]([CH2:20][C:21]1[CH:26]=[CH:25][C:24]([O:27][CH3:28])=[CH:23][C:22]=1[O:29][CH3:30])[CH2:14][C:15]([O:17][CH2:18][CH3:19])=[O:16])=[O:5])[CH3:2].[Cl:31][C:32]1[CH:33]=[C:34](B(O)O)[CH:35]=[CH:36][C:37]=1[F:38].C(=O)([O-])[O-].[Cs+].[Cs+]>O1CCOCC1.C1C=CC([P]([Pd]([P](C2C=CC=CC=2)(C2C=CC=CC=2)C2C=CC=CC=2)([P](C2C=CC=CC=2)(C2C=CC=CC=2)C2C=CC=CC=2)[P](C2C=CC=CC=2)(C2C=CC=CC=2)C2C=CC=CC=2)(C2C=CC=CC=2)C2C=CC=CC=2)=CC=1>[CH2:1]([O:3][C:4]([C:6]1[S:10][C:9]([C:34]2[CH:35]=[CH:36][C:37]([F:38])=[C:32]([Cl:31])[CH:33]=2)=[N:8][C:7]=1[CH2:12][N:13]([CH2:20][C:21]1[CH:26]=[CH:25][C:24]([O:27][CH3:28])=[CH:23][C:22]=1[O:29][CH3:30])[CH2:14][C:15]([O:17][CH2:18][CH3:19])=[O:16])=[O:5])[CH3:2] |f:2.3.4,^1:57,59,78,97|. Procedure details: A mixture of 2-bromo-4-{[(2,4-dimethoxy-benzyl)-ethoxycarbonylmethyl-amino]-methyl}-thiazole-5-carboxylic acid ethyl ester (1.04 g, 2.08 mmole), 3-chloro-4-fluorophenylboronic acid (726 mg, 4.16 mmole), cesium carbonate (2.04 g, 6.25 mmole) and tetrakis(triphenylphosphine)palladium (241 mg, 0.21 mmole) in dioxane (7 ml) was refluxed for 16 h before it was cooled to room temperature, quenched with water and filtered. The filtrate was partitioned between ethyl acetate and water. The organic layer ... Reactants: CC[N+](CC)(CC)Cc1ccccc1, CBr, [Cl-], [Na+], [OH-], O, N#CCc1ccc(C(=O)c2cccs2)cc1. The product is CC(C#N)c1ccc(C(=O)c2cccs2)cc1. As a reaction SMILES: [CH2:22]([N+:23]([CH2:24][CH3:25])([CH2:26][CH3:27])[CH2:28][CH3:29])[c:30]1[cH:31][cH:32][cH:33][cH:34][cH:35]1.[CH3:17][Br:18].[Cl-:21].[Na+:20].[OH-:19].[OH2:36].[c:1]1([C:6](=[O:7])[c:8]2[cH:9][cH:10][c:11]([CH2:14][C:15]#[N:16])[cH:12][cH:13]2)[cH:2][cH:3][cH:4][s:5]1>>[c:1]1([C:6](=[O:7])[c:8]2[cH:9][cH:10][c:11]([CH:14]([C:15]#[N:16])[CH3:17])[cH:12][cH:13]2)[cH:2][cH:3][cH:4][s:5]1. The reactants are C1=CC=C(C=C1)N(C2=CC=CC=C2)NC3=C(C=C(C=C3[N+](=O)[O-])[N+](=O)[O-])[N+](=O)[O-] (1,1-diphenyl-2-picrylhydrazyl), C(C1=CC(O)=C(O)C(O)=C1)(=O)O (gallic acid), C1=CC(=C(C=C1C2=C(C(=O)C=3C(=CC(=CC3O2)O)O)O)O)O (Quercetin), C=1C=CC(=C(C1)/C=C/C(=O)O)O (O-coumaric acid), C[C@H]1[C@@H]([C@H]([C@H]([C@@H](O1)OC[C@@H]2[C@H]([C@@H]([C@H]([C@@H](O2)OC3=C(OC=4C=C(C=C(C4C3=O)O)O)C=5C=CC(=C(C5)O)O)O)O)O)O)O)O (rutin), Sephadex, C(C=CC1=CC=CC=C1)(=O)O (cinnamic acid). The product is C1=CC(=C(C=C1C2=C(C(=O)C3=C(C=C(C=C3O2)O)O)O[C@H]4[C@@H]([C@H]([C@@H]([C@H](O4)CO)O)O)O)O)O (Isoquercitrin), C[C@@H]1[C@H]([C@@H]([C@@H]([C@@H](O1)OC2=C(OC=3C=C(C=C(C3C2=O)O)O)C=4C=C(C(=C(C4)O)O)O)O)O)O (myricitrin), ( 23 ). Reaction SMILES: [CH:1]1[C:6]([C:7]2[O:17][C:16]3[CH:15]=[C:14]([OH:18])[CH:13]=[C:12]([OH:19])[C:11]=3[C:9](=[O:10])[C:8]=2[OH:20])=[CH:5][C:4]([OH:21])=[C:3]([OH:22])[CH:2]=1.[CH3:23][C@@H:24]1[O:29][C@@H:28]([O:30][CH2:31][C@H:32]2[O:37][C@@H:36]([O:38][C:39]3[C:48](=[O:49])[C:47]4[C:46]([OH:50])=[CH:45][C:44]([OH:51])=[CH:43][C:42]=4[O:41][C:40]=3[C:52]3[CH:53]=[CH:54][C:55]([OH:59])=[C:56]([OH:58])[CH:57]=3)[C@H:35]([OH:60])[C@@H:34]([OH:61])[C@@H:33]2[OH:62])[C@H:27]([OH:63])[C@H:26]([OH:64])[C@H:25]1[OH:65].C(O)(=[O:75])C=CC1C=CC=CC=1.C1C=CC(O)=C(/C=C/C(O)=O)C=1.C(O)(=O)C1C=C(O)C(O)=C(O)C=1.C1C=CC(N(NC2C([N+]([O-])=O)=CC([N+]([O-])=O)=CC=2[N+]([O-])=O)C2C=CC=CC=2)=CC=1>>[CH:53]1[C:52]([C:40]2[O:41][C:42]3[C:47](=[C:46]([OH:50])[CH:45]=[C:44]([OH:51])[CH:43]=3)[C:48](=[O:49])[C:39]=2[O:38][C@@H:36]2[O:37][C@H:32]([CH2:31][OH:30])[C@@H:33]([OH:62])[C@H:34]([OH:61])[C@H:35]2[OH:60])=[CH:57][C:56]([OH:58])=[C:55]([OH:59])[CH:54]=1.[CH3:23][C@H:24]1[O:29][C@@H:28]([O:20][C:8]2[C:9](=[O:10])[C:11]3[C:12]([OH:19])=[CH:13][C:14]([OH:18])=[CH:15][C:16]=3[O:17][C:7]=2[C:6]2[CH:1]=[C:2]([OH:75])[C:3]([OH:22])=[C:4]([OH:21])[CH:5]=2)[C@@H:27]([OH:63])[C@@H:26]([OH:64])[C@@H:25]1[OH:65]. Reported procedure: UV spectra were measured on a Perkin-Elmer Lambda 35 UV/VIS spectrometer. NMR experiments were conducted on a Bruker Avance AV300 NMR spectrometer operating at 300.13 MHz for 1H and 75.48 MHz for 13C using standard Bruker software. Mass spectra were obtained on a ThermoFinnigan LCQ utilizing both ESI and APCI in the positive and negative modes. HRESIMS was performed on a Micromass Q-TOF Ultima mass spectrometer. HPLC was done on a Waters 2695 using a Phenomenex Aqua column (250×4.6 mm, 5 μm) and... Starting materials: O (water), N,N'-Carbonyldiimidazole, OC1=C(C=NC2=CC=CC(=C12)O)C(=O)O (4,5-dihydroxyquinoline-3-carboxylic acid), C1(=CC=CC=C1)C(N1CCN(CC1)CCCCN)C1=CC=CC=C1 (4-(4-Diphenylmethyl-1-piperazinyl)butylamine). Solvent: CS(=O)C (dimethyl sulfoxide). Reaction conditions: time 6 hour. Product: C1(=CC=CC=C1)C(N1CCN(CC1)CCCCNC(=O)C=1C=NC2=CC=CC(=C2C1O)O)C1=CC=CC=C1 (N-[4-(4-diphenylmethyl-1-piperazinyl)butyl]-4,5-dihydroxyquinoline-3-carboxamide). Isolated yield 41.3%. As a reaction SMILES: [OH:1][C:2]1[C:11]2[C:6](=[CH:7][CH:8]=[CH:9][C:10]=2[OH:12])[N:5]=[CH:4][C:3]=1[C:13]([OH:15])=O.[C:16]1([CH:22]([C:34]2[CH:39]=[CH:38][CH:37]=[CH:36][CH:35]=2)[N:23]2[CH2:28][CH2:27][N:26]([CH2:29][CH2:30][CH2:31][CH2:32][NH2:33])[CH2:25][CH2:24]2)[CH:21]=[CH:20][CH:19]=[CH:18][CH:17]=1.O>CS(C)=O>[C:34]1([CH:22]([C:16]2[CH:17]=[CH:18][CH:19]=[CH:20][CH:21]=2)[N:23]2[CH2:24][CH2:25][N:26]([CH2:29][CH2:30][CH2:31][CH2:32][NH:33][C:13]([C:3]3[CH:4]=[N:5][C:6]4[C:11]([C:2]=3[OH:1])=[C:10]([OH:12])[CH:9]=[CH:8][CH:7]=4)=[O:15])[CH2:27][CH2:28]2)[CH:35]=[CH:36][CH:37]=[CH:38][CH:39]=1. Reported procedure: N,N'-Carbonyldiimidazole (1.2 g) is added to a solution of 4,5-dihydroxyquinoline-3-carboxylic acid (0.7 g), which is prepared according to the method described in Japanese Patent First Publication No. 65874/1981, in dry dimethyl sulfoxide (30 ml) and the mixture is stirred at room temperature for 30 minutes. 4-(4-Diphenylmethyl-1-piperazinyl)butylamine (2.2 g) is added to the reaction mixture and the mixture is stirred at room temperature for 6 hours, and thereto is added water (about 200 ml), ... The reactants are Cc1ccc(Oc2ccc([N+](=O)[O-])cc2C)cn1, CCO, [H][H]. Yields the product Cc1ccc(Oc2ccc(N)cc2C)cn1. RXN SMILES: [CH3:1][c:2]1[n:3][cH:4][c:5]([O:8][c:9]2[c:10]([CH3:18])[cH:11][c:12]([N+:15]([O-:16])=[O:17])[cH:13][cH:14]2)[cH:6][cH:7]1.[CH3:21][CH2:22][OH:23].[H:19][H:20]>>[CH3:1][c:2]1[n:3][cH:4][c:5]([O:8][c:9]2[c:10]([CH3:18])[cH:11][c:12]([NH2:15])[cH:13][cH:14]2)[cH:6][cH:7]1.